This data is from the Open Reaction Database (ORD), a public repository of structured organic reaction records. The task is: describe an organic reaction: reactants, conditions, products, and yield Reactants: Oc1ccc(Br)cc1O, ClCCCl, [Na], O=S(O)c1ccccc1. Yields the product O=S(=O)(c1ccccc1)c1cc(O)c(O)cc1Br. As a reaction SMILES: [Br:1][c:2]1[cH:3][c:4]([OH:9])[c:5]([OH:8])[cH:6][cH:7]1.[Cl:20][CH2:21][CH2:22][Cl:23].[Na:10].[OH:11][S:12](=[O:13])[c:14]1[cH:15][cH:16][cH:17][cH:18][cH:19]1>>[Br:1][c:2]1[cH:3][c:4]([OH:9])[c:5]([OH:8])[cH:6][c:7]1[S:12](=[O:11])(=[O:13])[c:14]1[cH:15][cH:16][cH:17][cH:18][cH:19]1. Starting materials: CO, Cl, Nc1cc(CO)ccc1Sc1nccnc1Cl, N. Product: OCc1ccc2c(c1)Nc1nccnc1S2. As a reaction SMILES: [CH3:20][OH:21].[ClH:18].[NH2:1][c:2]1[cH:3][c:4]([CH2:5][OH:6])[cH:7][cH:8][c:9]1[S:10][c:11]1[n:12][cH:13][cH:14][n:15][c:16]1[Cl:17].[NH3:19]>>[NH:1]1[c:2]2[cH:3][c:4]([CH2:5][OH:6])[cH:7][cH:8][c:9]2[S:10][c:11]2[n:12][cH:13][cH:14][n:15][c:16]21. Starting materials: C1(=C(C(=CC(=C1)C)C)S(=O)(=O)ON)C (O-(mesitylsulfonyl)hydroxylamine), BrC1=CC(=NC=C1)N (4-bromopyridin-2-amine). Solvent: ClCCl (dichloromethane), C(C)OCC (diethyl ether). Product: CC1=C(C(=CC(=C1)C)C)S(=O)(=O)[O-].N[N+]1=C(C=C(C=C1)Br)N (1,2-diamino-4-bromo-pyridinium 2,4,6-trimethyl-benzenesulfonate). The yield is 82.8%. Reaction SMILES: [C:1]1([CH3:14])[CH:6]=[C:5]([CH3:7])[CH:4]=[C:3]([CH3:8])[C:2]=1[S:9]([O:12][NH2:13])(=[O:11])=[O:10].[Br:15][C:16]1[CH:21]=[CH:20][N:19]=[C:18]([NH2:22])[CH:17]=1>ClCCl.C(OCC)C>[CH3:8][C:3]1[CH:4]=[C:5]([CH3:7])[CH:6]=[C:1]([CH3:14])[C:2]=1[S:9]([O-:12])(=[O:11])=[O:10].[NH2:13][N+:19]1[CH:20]=[CH:21][C:16]([Br:15])=[CH:17][C:18]=1[NH2:22] |f:4.5|. Procedure details: To a cooled suspension of O-(mesitylsulfonyl)hydroxylamine (11.22 g, 52.1 mmol, 1 eq) in dichloromethane (130 ml) is portionwise added 4-bromopyridin-2-amine (9.3 g, 52.1 mmol, 1 eq.) (exothermic reaction, some cooling is needed) giving a white suspension. After 1 hour the white suspension is diluted with diethyl ether (120 ml). The white solid is collected by filtration, washed with diethyl ether and dried affording 1,2-diamino-4-bromo-pyridinium 2,4,6-trimethyl-benzenesulfonate (16.74 g, 82.7%... The reactants are C(CCCCCCCCC)OC1=CC=C(C=C1)C=1OC2=C(N1)C=C(C=C2)C(=O)O (2-(4-decyloxyphenyl)-5-carboxybenzooxazole), C(CCCCCCC)O (octanol), solution, N1(CCCC1)C1=CC=NC=C1 (4-pyrrolidinopyridine). Solvent: ClCCl (dichloromethane). The product is C(CCCCCCCCC)OC1=CC=C(C=C1)C=1OC2=C(N1)C=C(C=C2)C(=O)OCCCCCCCC (2-(4-decyloxyphenyl)-5-octyloxycarbonyl benzooxazole). Yield: 49.3%. Reaction SMILES: [CH2:1]([O:11][C:12]1[CH:17]=[CH:16][C:15]([C:18]2[O:19][C:20]3[CH:26]=[CH:25][C:24]([C:27]([OH:29])=[O:28])=[CH:23][C:21]=3[N:22]=2)=[CH:14][CH:13]=1)[CH2:2][CH2:3][CH2:4][CH2:5][CH2:6][CH2:7][CH2:8][CH2:9][CH3:10].[CH2:30](O)[CH2:31][CH2:32][CH2:33][CH2:34][CH2:35][CH2:36][CH3:37].N1(C2C=CN=CC=2)CCCC1>ClCCl>[CH2:1]([O:11][C:12]1[CH:17]=[CH:16][C:15]([C:18]2[O:19][C:20]3[CH:26]=[CH:25][C:24]([C:27]([O:29][CH2:30][CH2:31][CH2:32][CH2:33][CH2:34][CH2:35][CH2:36][CH3:37])=[O:28])=[CH:23][C:21]=3[N:22]=2)=[CH:14][CH:13]=1)[CH2:2][CH2:3][CH2:4][CH2:5][CH2:6][CH2:7][CH2:8][CH2:9][CH3:10]. Procedure details: In a 30 ml round-bottom flask, 0.30 g (0.76 m mole) of 2-(4-decyloxyphenyl)-5-carboxybenzooxazole, 0.11 g (0,84 m mole) of octanol and 8 ml of dichloromethane were placed. To the mixture solution 0.16 g (0.78 m mole) of N,N'-dicyclohexycarbodiimide and 0.04 g of 4-pyrrolidinopyridine were added in order under stirring at room temperature, followed by stirring for 8 hours at room temperature to precipitate N,N'-dicyclohexylurea. The resultant N,N'-dicyclohexylurea was filtered off and the filtrat... Reactants: ON=C(C1=NC=CN=C1)Cl (N-Hydroxypyrazine-2-carbimidoyl chloride), ClC=1C=C(C#N)C=C(C1)C#C (3-Chloro-5-ethynylbenzonitrile), N (NH3). Yields the product ClC=1C=C(C#N)C=C(C1)C1=CC(=NO1)C1=NC=CN=C1 (3-Chloro-5-(3-(pyrazin-2-yl)isoxazol-5-yl)benzonitrile). Reaction SMILES: [OH:1][N:2]=[C:3](Cl)[C:4]1[CH:9]=[N:8][CH:7]=[CH:6][N:5]=1.[Cl:11][C:12]1[CH:13]=[C:14]([CH:17]=[C:18]([C:20]#[CH:21])[CH:19]=1)[C:15]#[N:16].N>>[Cl:11][C:12]1[CH:13]=[C:14]([CH:17]=[C:18]([C:20]2[O:1][N:2]=[C:3]([C:4]3[CH:9]=[N:8][CH:7]=[CH:6][N:5]=3)[CH:21]=2)[CH:19]=1)[C:15]#[N:16]. Procedure details: The titled compound was prepared according to Method CB using the product of Example 83D (79 mg, 0.5 mmol) and the product of Example 66A (82 mg, 0.5 mmol). 1H NMR (300 MHz, DMSO-d6) δ7.66 (s, 1H), 7.97 (t, J=1.6 Hz, 1H), 8.30 (d, J=1.6 Hz, 2H), 8.71 (d, J=2.4 Hz, 1H), 8.77 (dd, J=2.8, 1.6 Hz, 1H), 9.31 (d, J=1.6 Hz, 1H) ppm; MS (DCI/NH3) m/z 283 (M+H)+, 285 (M+H)+.